From a dataset of the Open Reaction Database (ORD), a public repository of structured organic reaction records. describe an organic reaction: reactants, conditions, products, and yield The reactants are CC(=O)OC(C)=O, O=CO, NC(Cc1ccc(N(CCCl)CCCl)cc1)C(=O)O. The product is O=CNC(Cc1ccc(N(CCCl)CCCl)cc1)C(=O)O. Reaction SMILES: [CH3:23][C:24]([O:25][C:26](=[O:27])[CH3:28])=[O:29].[CH:20](=[O:21])[OH:22].[Cl:1][CH2:2][CH2:3][N:4]([c:5]1[cH:6][cH:7][c:8]([CH2:9][CH:10]([NH2:11])[C:12](=[O:13])[OH:14])[cH:15][cH:16]1)[CH2:17][CH2:18][Cl:19]>>[Cl:1][CH2:2][CH2:3][N:4]([c:5]1[cH:6][cH:7][c:8]([CH2:9][CH:10]([NH:11][CH:20]=[O:21])[C:12](=[O:13])[OH:14])[cH:15][cH:16]1)[CH2:17][CH2:18][Cl:19]. Starting materials: BrB(Br)Br, ClCCl, CO, Cl, COc1cccc2c1CC(c1ccccc1)C=C2CN. Yields the product NCC1=CC(c2ccccc2)Cc2c(O)cccc21. Reaction SMILES: [B:22]([Br:23])([Br:24])[Br:25].[CH2:28]([Cl:29])[Cl:30].[CH3:26][OH:27].[ClH:1].[NH2:2][CH2:3][C:4]1=[CH:5][CH:6]([c:16]2[cH:17][cH:18][cH:19][cH:20][cH:21]2)[CH2:7][c:8]2[c:9]([O:14][CH3:15])[cH:10][cH:11][cH:12][c:13]21>>[NH2:2][CH2:3][C:4]1=[CH:5][CH:6]([c:16]2[cH:17][cH:18][cH:19][cH:20][cH:21]2)[CH2:7][c:8]2[c:9]([OH:14])[cH:10][cH:11][cH:12][c:13]21. Starting materials: N1=C(C=CC2=CC=CC=C12)C=O (quinoline-2-carbaldehyde), C1=C(C=CC2=CC=CC=C12)C(C)=O (1-(naphthalen-2-yl)ethanone). Product: C1=C(C=CC2=CC=CC=C12)C(C=CC1=NC2=CC=CC=C2C=C1)=O (1-(Naphthalen-2-yl)-3-(quinolin-2-yl)prop-2-en-1-one). As a reaction SMILES: [N:1]1[C:10]2[C:5](=[CH:6][CH:7]=[CH:8][CH:9]=2)[CH:4]=[CH:3][C:2]=1[CH:11]=O.[CH:13]1[C:22]2[C:17](=[CH:18][CH:19]=[CH:20][CH:21]=2)[CH:16]=[CH:15][C:14]=1[C:23](=[O:25])[CH3:24]>>[CH:13]1[C:22]2[C:17](=[CH:18][CH:19]=[CH:20][CH:21]=2)[CH:16]=[CH:15][C:14]=1[C:23](=[O:25])[CH:24]=[CH:11][C:2]1[CH:3]=[CH:4][C:5]2[C:10](=[CH:9][CH:8]=[CH:7][CH:6]=2)[N:1]=1. Procedure details: Synthesised according to example 1.59.1 using quinoline-2-carbaldehyde (3.0 g, 19.09 mmol) and 1-(naphthalen-2-yl)ethanone (3.25 g, 19.09 mmol); yellow solid; yield: 4.95 g (84%); Starting materials: ClCC(=O)NCCC1=CC(=C(C=C1)OC)OC (2-chloro-N-(3,4-dimetoxyphenethyl)acetamide), NC1=C(C(=O)N)C=CC(=C1)Cl (2-amino-4-chlorobenzamide), [I-].[Na+] (sodium iodide), [O-2].[Mg+2] (magnesium oxide). Run in CN(C=O)C (dimethylformamide). Conditions: time 4.5 hour. Yields the product C(N)(=O)C1=C(C=C(C=C1)Cl)NCC(=O)NCCC1=CC(=C(C=C1)OC)OC (2-(2-carbamoyl-5-chlorophenylamino)-N-(3,4-dimethoxyphenethyl)acetamide). The yield is 68.2%. RXN SMILES: Cl[CH2:2][C:3]([NH:5][CH2:6][CH2:7][C:8]1[CH:13]=[CH:12][C:11]([O:14][CH3:15])=[C:10]([O:16][CH3:17])[CH:9]=1)=[O:4].[NH2:18][C:19]1[CH:27]=[C:26]([Cl:28])[CH:25]=[CH:24][C:20]=1[C:21]([NH2:23])=[O:22].[I-].[Na+].[O-2].[Mg+2]>CN(C)C=O>[C:21]([C:20]1[CH:24]=[CH:25][C:26]([Cl:28])=[CH:27][C:19]=1[NH:18][CH2:2][C:3]([NH:5][CH2:6][CH2:7][C:8]1[CH:13]=[CH:12][C:11]([O:14][CH3:15])=[C:10]([O:16][CH3:17])[CH:9]=1)=[O:4])(=[O:22])[NH2:23] |f:2.3,4.5|. Procedure details: To a mixture of 7.73 g of 2-chloro-N-(3,4-dimetoxyphenethyl)acetamide, 5.12 g of 2-amino-4-chlorobenzamide, 13.5 g of sodium iodide and 3.63 g of magnesium oxide was added 30 ml of dimethylformamide and the resulting mixture was stirred at 90° to 100° C. for 4.5 hours. The reaction solution was concentrated under reduced pressure and the residue was extracted with 500 ml of chloroform. The chloroform extract was washed successively with 10% hydrochloric acid, water, a 5% aqueous sodium carbonate...